This data is from the Open Reaction Database (ORD), a public repository of structured organic reaction records. The task is: describe an organic reaction: reactants, conditions, products, and yield Reactants: CCC(C)O, CCOC(C)=O, CCOC(=O)Cc1ccc(Cl)nc1, OB(O)c1ccnc(F)c1, [K+], [K+], [K+], CC(=O)[O-], CC(=O)[O-], O=P([O-])([O-])[O-], [Pd+2]. The product is CCOC(=O)Cc1ccc(-c2ccnc(F)c2)nc1. As a reaction SMILES: [CH3:32][CH:33]([OH:34])[CH2:35][CH3:36].[CH3:37][CH2:38][O:39][C:40](=[O:41])[CH3:42].[Cl:1][c:2]1[cH:3][cH:4][c:5]([CH2:8][C:9](=[O:10])[O:11][CH2:12][CH3:13])[cH:6][n:7]1.[F:14][c:15]1[n:16][cH:17][cH:18][c:19]([B:21]([OH:22])[OH:23])[cH:20]1.[K+:29].[K+:30].[K+:31].[O-:44][C:45]([CH3:46])=[O:47].[O-:48][C:49]([CH3:50])=[O:51].[P:24]([O-:25])([O-:26])([O-:27])=[O:28].[Pd+2:43]>>[c:2]1(-[c:19]2[cH:18][cH:17][n:16][c:15]([F:14])[cH:20]2)[cH:3][cH:4][c:5]([CH2:8][C:9](=[O:10])[O:11][CH2:12][CH3:13])[cH:6][n:7]1. Starting materials: Oc1cccc(OCc2ccccc2)c1, CCOC(=O)CCC(Cl)c1ccccc1, CCNC(=O)c1ccc(OCc2ccccc2)cc1O, Oc1cccc(OCc2ccsc2)c1, CCOC(=O)CCC(Oc1cccc(OCc2ccsc2)c1)c1ccccc1. The product is CCNC(=O)c1ccc(OCc2ccccc2)cc1OC(CCC(=O)OCC)c1ccccc1. Reaction SMILES: [CH2:1]([O:2][c:3]1[cH:4][c:5]([OH:6])[cH:7][cH:8][cH:9]1)[c:10]1[cH:11][cH:12][cH:13][cH:14][cH:15]1.[Cl:16][CH:17]([CH2:18][CH2:19][C:20](=[O:21])[O:22][CH2:23][CH3:24])[c:25]1[cH:26][cH:27][cH:28][cH:29][cH:30]1.[OH:73][c:74]1[c:75]([C:76](=[O:77])[NH:78][CH2:79][CH3:80])[cH:81][cH:82][c:83]([O:85][CH2:86][c:87]2[cH:88][cH:89][cH:90][cH:91][cH:92]2)[cH:84]1.[s:31]1[cH:32][cH:33][c:34]([CH2:35][O:36][c:37]2[cH:38][c:39]([OH:40])[cH:41][cH:42][cH:43]2)[cH:44]1.[s:45]1[cH:46][cH:47][c:48]([CH2:49][O:50][c:51]2[cH:52][c:53]([O:57][CH:58]([c:59]3[cH:60][cH:61][cH:62][cH:63][cH:64]3)[CH2:65][CH2:66][C:67]([O:68][CH2:69][CH3:70])=[O:71])[cH:54][cH:55][cH:56]2)[cH:72]1>>[CH:17]([CH2:18][CH2:19][C:20](=[O:21])[O:22][CH2:23][CH3:24])([c:25]1[cH:26][cH:27][cH:28][cH:29][cH:30]1)[O:73][c:74]1[c:75]([C:76](=[O:77])[NH:78][CH2:79][CH3:80])[cH:81][cH:82][c:83]([O:85][CH2:86][c:87]2[cH:88][cH:89][cH:90][cH:91][cH:92]2)[cH:84]1. Starting materials: O=C([O-])[O-], C1CCOC1, COC(OC)c1cc(Oc2cccc(NC3CCCCC3)c2)ccc1[N+](=O)[O-], O=C(Cl)OCc1ccccc1, ClCCl, [Na+], [Na+], O. The product is COC(OC)c1cc(Oc2cccc(N(C(=O)OCc3ccccc3)C3CCCCC3)c2)ccc1[N+](=O)[O-]. As a reaction SMILES: [C:29](=[O:30])([O-:31])[O-:32].[CH2:47]1[O:48][CH2:49][CH2:50][CH2:51]1.[CH:1]1([NH:7][c:8]2[cH:9][c:10]([O:14][c:15]3[cH:16][c:17]([CH:24]([O:25][CH3:26])[O:27][CH3:28])[c:18]([N+:21](=[O:22])[O-:23])[cH:19][cH:20]3)[cH:11][cH:12][cH:13]2)[CH2:2][CH2:3][CH2:4][CH2:5][CH2:6]1.[Cl:35][C:36](=[O:37])[O:38][CH2:39][c:40]1[cH:41][cH:42][cH:43][cH:44][cH:45]1.[Cl:52][CH2:53][Cl:54].[Na+:33].[Na+:34].[OH2:46]>>[CH:1]1([N:7]([c:8]2[cH:9][c:10]([O:14][c:15]3[cH:16][c:17]([CH:24]([O:25][CH3:26])[O:27][CH3:28])[c:18]([N+:21](=[O:22])[O-:23])[cH:19][cH:20]3)[cH:11][cH:12][cH:13]2)[C:36](=[O:37])[O:38][CH2:39][c:40]2[cH:41][cH:42][cH:43][cH:44][cH:45]2)[CH2:2][CH2:3][CH2:4][CH2:5][CH2:6]1. Reactants: C1(CCCC1)CC(C(=O)O)C=1C=NC=CC1 (3-cyclopentyl-2-pyridin-3-ylpropionic acid), S1C(=NC=C1)N (thiazol-2-ylamine). Yields the product C1(CCCC1)CC(C(=O)NC=1SC=CN1)C=1C=NC=CC1 (3-Cyclopentyl-2-pyridin-3-yl-N-thiazol-2-ylpropionamide). Reaction SMILES: [CH:1]1([CH2:6][CH:7]([C:11]2[CH:12]=[N:13][CH:14]=[CH:15][CH:16]=2)[C:8]([OH:10])=O)[CH2:5][CH2:4][CH2:3][CH2:2]1.[S:17]1[CH:21]=[CH:20][N:19]=[C:18]1[NH2:22]>>[CH:1]1([CH2:6][CH:7]([C:11]2[CH:12]=[N:13][CH:14]=[CH:15][CH:16]=2)[C:8]([NH:22][C:18]2[S:17][CH:21]=[CH:20][N:19]=2)=[O:10])[CH2:2][CH2:3][CH2:4][CH2:5]1. Reported procedure: Employing the protocol described in EXAMPLE 1, 3-cyclopentyl-2-pyridin-3-ylpropionic acid (Preparation 2, 0.96 g, 4.4 mmol) was condensed with thiazol-2-ylamine (0.88 g, 8.8 mmol) to give the title compound: RTA=3.05 min; m/z (ES+)=302.0 [M+H]+. The reactants are ClC1=C(C=CC=C1)C(C)OC(NC=1C(=NOC1C1=CC=C(C=C1)B1OC(C(O1)(C)C)(C)C)C)=O ({3-methyl-5-[4-(4,4,5,5-tetramethyl-[1,3,2]dioxaborolan-2-yl)-phenyl]-isoxazol-4-yl}-carbamic acid 1-(2-chloro-phenyl)-ethyl ester), C(C)OC(CC1=CC(=C(C=C1)F)Br)=O ((3-bromo-4-fluoro-phenyl)-acetic acid ethyl ester). The reagents and catalysts are Cl[Pd]Cl.C1(=CC=CC=C1)P([C-]1C=CC=C1)C1=CC=CC=C1.[C-]1(C=CC=C1)P(C1=CC=CC=C1)C1=CC=CC=C1.[Fe+2] ((1,1′-bis(diphenylphosphino)ferrocene)-dichloropalladium(II)). Product: C(C)OC(CC=1C=C(C(=CC1)F)C1=CC=C(C=C1)C1=C(C(=NO1)C)NC(=O)OC(C)C1=C(C=CC=C1)Cl)=O ((4′-{-4-[1-(2-chloro-phenyl)-ethoxycarbonylamino]-3-methyl-isoxazol-5-yl}-6-fluoro-biphenyl-3-yl)-acetic acid ethyl ester). As a reaction SMILES: [Cl:1][C:2]1[CH:7]=[CH:6][CH:5]=[CH:4][C:3]=1[CH:8]([O:10][C:11](=[O:34])[NH:12][C:13]1[C:14]([CH3:33])=[N:15][O:16][C:17]=1[C:18]1[CH:23]=[CH:22][C:21](B2OC(C)(C)C(C)(C)O2)=[CH:20][CH:19]=1)[CH3:9].[CH2:35]([O:37][C:38](=[O:48])[CH2:39][C:40]1[CH:45]=[CH:44][C:43]([F:46])=[C:42](Br)[CH:41]=1)[CH3:36]>Cl[Pd]Cl.C1(P(C2C=CC=CC=2)[C-]2C=CC=C2)C=CC=CC=1.[C-]1(P(C2C=CC=CC=2)C2C=CC=CC=2)C=CC=C1.[Fe+2]>[CH2:35]([O:37][C:38](=[O:48])[CH2:39][C:40]1[CH:41]=[C:42]([C:21]2[CH:20]=[CH:19][C:18]([C:17]3[O:16][N:15]=[C:14]([CH3:33])[C:13]=3[NH:12][C:11]([O:10][CH:8]([C:3]3[CH:4]=[CH:5][CH:6]=[CH:7][C:2]=3[Cl:1])[CH3:9])=[O:34])=[CH:23][CH:22]=2)[C:43]([F:46])=[CH:44][CH:45]=1)[CH3:36] |f:2.3.4.5|. Procedure details: Following the procedure described in Example 17, Step 2, {3-methyl-5-[4-(4,4,5,5-tetramethyl-[1,3,2]dioxaborolan-2-yl)-phenyl]-isoxazol-4-yl}-carbamic acid 1-(2-chloro-phenyl)-ethyl ester, (3-bromo-4-fluoro-phenyl)-acetic acid ethyl ester, and (1,1′-bis(diphenylphosphino)ferrocene)-dichloropalladium(II) were reacted to provide (4′-{-4-[1-(2-chloro-phenyl)-ethoxycarbonylamino]-3-methyl-isoxazol-5-yl}-6-fluoro-biphenyl-3-yl)-acetic acid ethyl ester, which was hydrolyzed to the acid as described in... Reactants: CC1(C)OC(c2ccncc2)=C(Br)C1=O, O=C([O-])[O-], Cc1ccccc1, [Cs+], [Cs+], CC1(C)OB(c2ccc(OCc3ccc4cc(F)ccc4n3)cc2)OC1(C)C, O. Yields the product CC1(C)OC(c2ccncc2)=C(c2ccc(OCc3ccc4cc(F)ccc4n3)cc2)C1=O. RXN SMILES: [Br:1][C:2]1=[C:6]([c:7]2[cH:8][cH:9][n:10][cH:11][cH:12]2)[O:5][C:4]([CH3:13])([CH3:14])[C:3]1=[O:15].[C:44](=[O:45])([O-:46])[O-:47].[CH3:50][c:51]1[cH:52][cH:53][cH:54][cH:55][cH:56]1.[Cs+:48].[Cs+:49].[F:16][c:17]1[cH:18][c:19]2[cH:20][cH:21][c:22]([CH2:27][O:28][c:29]3[cH:30][cH:31][c:32]([B:35]4[O:36][C:37]([CH3:38])([CH3:39])[C:40]([CH3:41])([CH3:42])[O:43]4)[cH:33][cH:34]3)[n:23][c:24]2[cH:25][cH:26]1.[OH2:57]>>[C:2]1([c:32]2[cH:31][cH:30][c:29]([O:28][CH2:27][c:22]3[cH:21][cH:20][c:19]4[cH:18][c:17]([F:16])[cH:26][cH:25][c:24]4[n:23]3)[cH:34][cH:33]2)=[C:6]([c:7]2[cH:8][cH:9][n:10][cH:11][cH:12]2)[O:5][C:4]([CH3:13])([CH3:14])[C:3]1=[O:15]. Procedure: To a solution of 1-cyclopentyl-6-(4-pyridyl)-pyrazolo(3,4-d)pyrimidin-4-amine (3.0 g, 0.011 mole) in water 60 ml) at room temperature was added bromine (1.8 g, 0.011 mol). The reaction mixture was stirred at room temperature for 1 hour, then was heated on a steam bath for 2 hours. The solvent was removed in vacuo and the residue was suspended in water. Ammonium hydroxide was added followed by acetic acid until a pH of 4-5 was obtained. A solid was collected by filtration and washed with water. W... Product: C1(CCCC1)N1N=C(C=2C1=NC(=NC2N)C2=CC=NC=C2)Br (1-cyclopentyl-3-bromo-6-(4-pyridyl)-pyrazolo[3,4-d]pyrimidin-4-amine). Starting materials: BrBr (bromine), C1(CCCC1)N1N=CC=2C1=NC(=NC2N)C2=CC=NC=C2 (1-cyclopentyl-6-(4-pyridyl)-pyrazolo(3,4-d)pyrimidin-4-amine), BrBr (bromine), ice water, [OH-].[NH4+] (ammonium hydroxide), C(C)(=O)O (acetic acid). RXN SMILES: [CH:1]1([N:6]2[C:10]3=[N:11][C:12]([C:16]4[CH:21]=[CH:20][N:19]=[CH:18][CH:17]=4)=[N:13][C:14]([NH2:15])=[C:9]3[CH:8]=[N:7]2)[CH2:5][CH2:4][CH2:3][CH2:2]1.[Br:22]Br.[OH-].[NH4+].C(O)(=O)C>O>[CH:1]1([N:6]2[C:10]3=[N:11][C:12]([C:16]4[CH:17]=[CH:18][N:19]=[CH:20][CH:21]=4)=[N:13][C:14]([NH2:15])=[C:9]3[C:8]([Br:22])=[N:7]2)[CH2:2][CH2:3][CH2:4][CH2:5]1 |f:2.3|. Isolated yield 55.7%. Run in O (Water), O (water). Run at time 1 hour. Isolated yield 112.0%. The reactants are NC1=NC=NN2C1=C(C=C2C=2CCN(CC2)C(=O)OC(C)(C)C)C=2C=CC1=CN(N=C1C2)CC2=CC=CC=C2 (tert-butyl 4-[4-amino-5-(2-benzyl-2H-indazol-6-yl)pyrrolo[2,1-f][1,2,4]triazin-7-yl]-3,6-dihydropyridine-1(2H)-carboxylate), Cl (HCl). Procedure: To a solution of tert-butyl 4-[4-amino-5-(2-benzyl-2H-indazol-6-yl)pyrrolo[2,1-f][1,2,4]triazin-7-yl]-3,6-dihydropyridine-1(2H)-carboxylate (564 mg, 1.08 mmol) in MeOH (4 mL) was added 4M HCl in dioxane (2 mL). The mixture was stirred at rt for 41 h. The mixture was concentrated and the residue was dissolved in 3:1 CHCl3/isopropanol (25 mL). The mixture was washed with saturated, aqueous NaHCO3 (25 mL), brine, dried (Na2SO4) and concentrated to dryness to afford 510 mg (96%) of the desired produ... Run in CO (MeOH), O1CCOCC1 (dioxane). The product is C(C1=CC=CC=C1)N1N=C2C=C(C=CC2=C1)C=1C=C(N2N=CN=C(C21)N)C=2CCNCC2 (5-(2-benzyl-2H-indazol-6-yl)-7-(1,2,3,6-tetrahydropyridin-4-yl)pyrrolo[2,1-f][1,2,4]triazin-4-amine). Conditions: time 41 hour. RXN SMILES: [NH2:1][C:2]1[C:7]2=[C:8]([C:24]3[CH:25]=[CH:26][C:27]4[C:31]([CH:32]=3)=[N:30][N:29]([CH2:33][C:34]3[CH:39]=[CH:38][CH:37]=[CH:36][CH:35]=3)[CH:28]=4)[CH:9]=[C:10]([C:11]3[CH2:12][CH2:13][N:14](C(OC(C)(C)C)=O)[CH2:15][CH:16]=3)[N:6]2[N:5]=[CH:4][N:3]=1.Cl>CO.O1CCOCC1>[CH2:33]([N:29]1[CH:28]=[C:27]2[C:31]([CH:32]=[C:24]([C:8]3[CH:9]=[C:10]([C:11]4[CH2:12][CH2:13][NH:14][CH2:15][CH:16]=4)[N:6]4[C:7]=3[C:2]([NH2:1])=[N:3][CH:4]=[N:5]4)[CH:25]=[CH:26]2)=[N:30]1)[C:34]1[CH:35]=[CH:36][CH:37]=[CH:38][CH:39]=1.